Dataset: the Open Reaction Database (ORD), a public repository of structured organic reaction records. Task: describe an organic reaction: reactants, conditions, products, and yield Reactants: CC1=C(C(=CC=C1)C)N1C(C=CC2=C1N=C(N=C2C2=C(C=C(C=C2)F)C)S(=O)(=O)C)=O (8-(2,6-dimethyl-phenyl)-4-(4-fluoro-2-methyl-phenyl)-2-methanesulfonyl-8H-pyrido[2,3-d]pyrimidin-7-one), NC(CO)CO (serinol). Product: CC1=C(C(=CC=C1)C)N1C(C=CC2=C1N=C(N=C2C2=C(C=C(C=C2)F)C)NC(CO)CO)=O (8-(2,6-dimethyl-phenyl)-4-(4-fluoro-2-methyl-phenyl)-2-(2-hydroxy-1-hydroxymethyl-ethylamino)-8H-pyrido[2,3-d]pyrimidin-7-one). As a reaction SMILES: [CH3:1][C:2]1[CH:7]=[CH:6][CH:5]=[C:4]([CH3:8])[C:3]=1[N:9]1[C:14]2[N:15]=[C:16](S(C)(=O)=O)[N:17]=[C:18]([C:19]3[CH:24]=[CH:23][C:22]([F:25])=[CH:21][C:20]=3[CH3:26])[C:13]=2[CH:12]=[CH:11][C:10]1=[O:31].[NH2:32][CH:33]([CH2:36][OH:37])[CH2:34][OH:35]>>[CH3:1][C:2]1[CH:7]=[CH:6][CH:5]=[C:4]([CH3:8])[C:3]=1[N:9]1[C:14]2[N:15]=[C:16]([NH:32][CH:33]([CH2:36][OH:37])[CH2:34][OH:35])[N:17]=[C:18]([C:19]3[CH:24]=[CH:23][C:22]([F:25])=[CH:21][C:20]=3[CH3:26])[C:13]=2[CH:12]=[CH:11][C:10]1=[O:31]. Reported procedure: The product of Example 122, and serinol were reacted by the procedure of Example 60 to afford the title compound 8-(2,6-dimethyl-phenyl)-4-(4-fluoro-2-methyl-phenyl)-2-(2-hydroxy-1-hydroxymethyl-ethylamino)-8H-pyrido[2,3-d]pyrimidin-7-one. 1H-NMR (CDCl3): δ 1.91 (s, 6H), 2.14 (s, 3H), 3.45 (br s, 4H), 3.93 (br s, 1H), 6.20 (br s, 1H), 6.31 (d, 1H, J=9.7 Hz), 6.93 (m, 2H), 7.11 (m, 5H). LC MS (m/e)=449.0 (MH+). Rt=1.62 min